The task is: describe an organic reaction: reactants, conditions, products, and yield. This data is from the Open Reaction Database (ORD), a public repository of structured organic reaction records. The reactants are Fc1ccc2nc(Cl)c3nccn3c2c1, NC1CCCCC1. The product is Fc1ccc2nc(NC3CCCCC3)c3nccn3c2c1. Reaction SMILES: [Cl:1][c:2]1[c:3]2[n:4]([c:5]3[cH:6][c:7]([F:12])[cH:8][cH:9][c:10]3[n:11]1)[cH:13][cH:14][n:15]2.[NH2:16][CH:17]1[CH2:18][CH2:19][CH2:20][CH2:21][CH2:22]1>>[c:2]1([NH:16][CH:17]2[CH2:18][CH2:19][CH2:20][CH2:21][CH2:22]2)[c:3]2[n:4]([c:5]3[cH:6][c:7]([F:12])[cH:8][cH:9][c:10]3[n:11]1)[cH:13][cH:14][n:15]2. Starting materials: suspension, ClC1=CC=C(C=C1)S(=O)(=O)C(=COCC)C (2-(4-chlorophenylsulfonyl)-1-ethoxypropene), NO (hydroxylamine), C(C)O (ethanol). Run in O (water). Reaction conditions: time 2 hour. Yields the product ClC1=CC=C(C=C1)S(=O)(=O)C=1C=NOC1C (4-(4-chlorophenylsulfonyl)-5-methylisoxazole). RXN SMILES: [Cl:1][C:2]1[CH:7]=[CH:6][C:5]([S:8]([C:11]([CH3:16])=[CH:12]OCC)(=[O:10])=[O:9])=[CH:4][CH:3]=1.[NH2:17][OH:18].[CH2:19](O)C>O>[Cl:1][C:2]1[CH:3]=[CH:4][C:5]([S:8]([C:11]2[CH:16]=[N:17][O:18][C:12]=2[CH3:19])(=[O:9])=[O:10])=[CH:6][CH:7]=1. Procedure details: A 10 gram suspension of 2-(4-chlorophenylsulfonyl)-1-ethoxypropene in 30 ml of ethanol was added with a solution of 1.1 equivalent of hydroxylamine in 20 ml of water. The mixture was then stirred at room temperature for 2 hours, chilled in an ice-water bath for 30 minutes and filtered. The resulting solid was crystallized in ethanol and water to provide 8.0 grams of 4-(4-chlorophenylsulfonyl)-5-methylisoxazole. Starting materials: NCCCC1=CC=C(S1)C(=O)N (5-(3-Aminopropyl)-2-thiophenecarboxamide), C1(=CC=CC=C1)[C@H]1CO1 ((S)-phenylethylene oxide). Run in CS(=O)C (dimethyl sulphoxide), O (water), C(Cl)Cl (methylene chloride). The product is O[C@H](CNCCCC1=CC=C(S1)C(=O)N)C1=CC=CC=C1 (5-[3-[[(S)-β-hydroxyphenethyl]amino]propyl]-2-thiophenecarboxamide). RXN SMILES: [NH2:1][CH2:2][CH2:3][CH2:4][C:5]1[S:9][C:8]([C:10]([NH2:12])=[O:11])=[CH:7][CH:6]=1.[C:13]1([C@@H:19]2[O:21][CH2:20]2)[CH:18]=[CH:17][CH:16]=[CH:15][CH:14]=1>CS(C)=O.O.C(Cl)Cl>[OH:21][C@@H:19]([C:13]1[CH:18]=[CH:17][CH:16]=[CH:15][CH:14]=1)[CH2:20][NH:1][CH2:2][CH2:3][CH2:4][C:5]1[S:9][C:8]([C:10]([NH2:12])=[O:11])=[CH:7][CH:6]=1. Procedure details: 5-(3-Aminopropyl)-2-thiophenecarboxamide was heated with (S)-phenylethylene oxide at b 95° in dimethyl sulphoxide. The mixture was diluted with water and methylene chloride and the aqueous phase was extracted twice with methylene chloride. The methylene chloride phases were washed with water, dried over sodium sulphate and evaporated in vacuo. Chromatography of the residue with methanol on silica gel gave 5-[3-[[(S)-β-hydroxyphenethyl]amino]propyl]-2-thiophenecarboxamide of melting point 94°-96°... Reactants: twenty, [OH-].[Na+] (sodium hydroxide), C(CCC)NC1=NC(=NC(=N1)NCCCC)N1C(CC(CC1(C)C)OC(C1=CC=CC=C1)=O)(C)C (2,4-bis-butylamino-6-(2,2,6,6-tetramethyl-4-benzoyloxypiperidin-1-yl)1,3,5-triazine). Run in CO (methanol). The product is C(CCC)NC1=NC(=NC(=N1)NCCCC)N1C(CC(CC1(C)C)O)(C)C (2,4-bis-butylamino-6-(2,2,6,6-tetramethyl-4-hydroxypiperidin-1yl)-1,3,5-triazine). RXN SMILES: [CH2:1]([NH:5][C:6]1[N:11]=[C:10]([NH:12][CH2:13][CH2:14][CH2:15][CH3:16])[N:9]=[C:8]([N:17]2[C:22]([CH3:24])([CH3:23])[CH2:21][CH:20]([O:25]C(=O)C3C=CC=CC=3)[CH2:19][C:18]2([CH3:35])[CH3:34])[N:7]=1)[CH2:2][CH2:3][CH3:4].[OH-].[Na+]>CO>[CH2:1]([NH:5][C:6]1[N:11]=[C:10]([NH:12][CH2:13][CH2:14][CH2:15][CH3:16])[N:9]=[C:8]([N:17]2[C:22]([CH3:24])([CH3:23])[CH2:21][CH:20]([OH:25])[CH2:19][C:18]2([CH3:35])[CH3:34])[N:7]=1)[CH2:2][CH2:3][CH3:4] |f:1.2|. Procedure: 10 g of 2,4-bis-butylamino-6-(2,2,6,6-tetramethyl-4-benzoyloxypiperidin-1-yl)1,3,5-triazine (prepared according to Example 8) are heated at reflux for 6 hours with 50 ml of methanol and 50 ml of twenty per cent sodium hydroxide solution. The methanol is distilled off from the reaction mixture in vacuo. 100 ml of toluene and 50 ml of water are added to the residue, shaken thoroughly, the aqueous phase is separated off and the toluene solution is washed three times, each with 50 ml of water. After... Reactants: C[Si](C)(C)C=[N+]=[N-], CO, Cc1noc(-c2ccc(-c3ccc(CC(=O)O)cc3)cc2)c1NC(=O)OC(C)c1ccccc1Cl, c1ccccc1. The product is COC(=O)Cc1ccc(-c2ccc(-c3onc(C)c3NC(=O)OC(C)c3ccccc3Cl)cc2)cc1. As a reaction SMILES: [CH3:36][Si:37]([CH:38]=[N+:39]=[N-:40])([CH3:41])[CH3:42].[CH3:49][OH:50].[Cl:1][c:2]1[c:3]([CH:8]([CH3:9])[O:10][C:11](=[O:12])[NH:13][c:14]2[c:15]([CH3:35])[n:16][o:17][c:18]2-[c:19]2[cH:20][cH:21][c:22](-[c:25]3[cH:26][cH:27][c:28]([CH2:31][C:32](=[O:33])[OH:34])[cH:29][cH:30]3)[cH:23][cH:24]2)[cH:4][cH:5][cH:6][cH:7]1.[cH:43]1[cH:44][cH:45][cH:46][cH:47][cH:48]1>>[Cl:1][c:2]1[c:3]([CH:8]([CH3:9])[O:10][C:11](=[O:12])[NH:13][c:14]2[c:15]([CH3:35])[n:16][o:17][c:18]2-[c:19]2[cH:20][cH:21][c:22](-[c:25]3[cH:26][cH:27][c:28]([CH2:31][C:32]([O:33][CH3:36])=[O:34])[cH:29][cH:30]3)[cH:23][cH:24]2)[cH:4][cH:5][cH:6][cH:7]1. The reactants are CC(C)(C)OC(=O)N1CC(O)C(c2ccc(OCCCOCc3ccccc3)cc2)C(OCc2ccc(OCOCC[Si](C)(C)C)cc2)C1, ClCCl, CO, Cl, N. The product is CC(C)(C)OC(=O)N1CC(O)C(c2ccc(OCCCOCc3ccccc3)cc2)C(OCc2ccc(O)cc2)C1. As a reaction SMILES: [CH2:1]([c:2]1[cH:3][cH:4][cH:5][cH:6][cH:7]1)[O:8][CH2:9][CH2:10][CH2:11][O:12][c:13]1[cH:14][cH:15][c:16]([CH:19]2[CH:20]([O:33][CH2:34][c:35]3[cH:36][cH:37][c:38]([O:41][CH2:42][O:43][CH2:44][CH2:45][Si:46]([CH3:47])([CH3:48])[CH3:49])[cH:39][cH:40]3)[CH2:21][N:22]([C:26](=[O:27])[O:28][C:29]([CH3:30])([CH3:31])[CH3:32])[CH2:23][CH:24]2[OH:25])[cH:17][cH:18]1.[CH2:51]([Cl:52])[Cl:53].[CH3:55][OH:56].[ClH:50].[NH3:54]>>[CH2:1]([c:2]1[cH:3][cH:4][cH:5][cH:6][cH:7]1)[O:8][CH2:9][CH2:10][CH2:11][O:12][c:13]1[cH:14][cH:15][c:16]([CH:19]2[CH:20]([O:33][CH2:34][c:35]3[cH:36][cH:37][c:38]([OH:41])[cH:39][cH:40]3)[CH2:21][N:22]([C:26](=[O:27])[O:28][C:29]([CH3:30])([CH3:31])[CH3:32])[CH2:23][CH:24]2[OH:25])[cH:17][cH:18]1.